From a dataset of the Open Reaction Database (ORD), a public repository of structured organic reaction records. describe an organic reaction: reactants, conditions, products, and yield Starting materials: BrC1=C(C(=CC=C1)[N+](=O)[O-])C (2-Bromo-6-nitrotoluene), O (water), COC(N(C)C)OC (N,N-dimethylformamide dimethyl acetal), N1CCCC1 (pyrrolidine). The solvent is CN(C)C=O (DMF). Reaction conditions: temperature 110 celsius, time 2.5 hour. The product is BrC1=C2C=CNC2=CC=C1 (4-Bromo-1H-indole). Isolated yield 68.0%. Reaction SMILES: [Br:1][C:2]1[CH:7]=[CH:6][CH:5]=[C:4]([N+:8]([O-])=O)[C:3]=1[CH3:11].[CH3:12]OC(OC)N(C)C.N1CCCC1.O>CN(C=O)C>[Br:1][C:2]1[CH:7]=[CH:6][CH:5]=[C:4]2[C:3]=1[CH:11]=[CH:12][NH:8]2. Procedure: 2-Bromo-6-nitrotoluene (3.2 g, 15 mmol), N,N-dimethylformamide dimethyl acetal (5.4 g, 45 mmol) and pyrrolidine (1.1 g, 15 mmol) were combined in 30 mL of DMF and heated at 110° C. The reaction mixture was stirred at 110° C. for 2.5 hours and then water was added. The aqueous layer was extracted with Et2O and the combined organic layers were washed with water and brine, dried over MgSO4 and concentrated. The brown syrup was dissolved in 80% aqueous AcOH (80 mL) and heated to 75° C. Zn powder (8.... Reactants: C(C)(=O)OC(C)=O (acetic acid anhydride), [Na] (mono-sodium), NC(C)(P(O)(=O)O)P(O)(=O)O (1-amino ethane-1,1-diphosphonic acid). The solvent is O (water). The product is [Na] (mono-sodium), C(C)(=O)NC(C)(P(O)(=O)O)P(O)(=O)O (N-acetyl-1-amino ethane-1,1-diphosphonic acid). As a reaction SMILES: [Na:1].[NH2:2][C:3]([P:9]([OH:12])(=[O:11])[OH:10])([P:5]([OH:8])(=[O:7])[OH:6])[CH3:4].[C:13](OC(=O)C)(=[O:15])[CH3:14]>O>[Na:1].[C:13]([NH:2][C:3]([P:5]([OH:8])(=[O:6])[OH:7])([P:9]([OH:12])(=[O:10])[OH:11])[CH3:4])(=[O:15])[CH3:14] |^1:0,20|. Procedure details: 22.7 g. (0.1 mole) of the mono-sodium salt of 1-amino ethane-1,1-diphosphonic acid are boiled under reflux in 30.6 g. (0.3 moles) of acetic acid anhydride for about 30 minutes. A clear solution is obtained. On cooling, a viscous yellowish sirup is produced. The sirup can be diluted with water and the aqueous solution can be used directly. In order to recover the crystalline reaction product, the sirup is added with stirring to 40 cc. of glacial acetic acid and the resulting crystalline product i... The reactants are Cl (hydrochloride), ice, C1=CC=CC=2C3C4=CC=CC=C4C(C12)(C3)C(=O)N3CCC(CC3)N3CCOCC3 (1-(9,10-dihydro-9,10-methanoanthracen-9-ylcarbonyl)-4-(4-morpholinyl)piperidine), B.O1CCCC1 (borane tetrahydrofuran). Solvent: O1CCCC1 (tetrahydrofuran), O1CCCC1 (tetrahydrofuran). Product: Cl.Cl.C1=CC=CC=2C3C4=CC=CC=C4C(C12)(C3)CN3CCC(CC3)N3CCOCC3 (1-(9,10-dihydro-9,10-methanoanthracen-9-ylmethyl)-4-(4-morpholinyl)piperidine dihydrochloride). Yield: 68.0%. RXN SMILES: [CH:1]1[C:14]2[C:13]3([C:16]([N:18]4[CH2:23][CH2:22][CH:21]([N:24]5[CH2:29][CH2:28][O:27][CH2:26][CH2:25]5)[CH2:20][CH2:19]4)=O)[CH2:15][CH:6]([C:7]4[C:12]3=[CH:11][CH:10]=[CH:9][CH:8]=4)[C:5]=2[CH:4]=[CH:3][CH:2]=1.B.O1CCCC1.[ClH:36]>O1CCCC1>[ClH:36].[ClH:36].[CH:11]1[C:12]2[C:13]3([CH2:16][N:18]4[CH2:23][CH2:22][CH:21]([N:24]5[CH2:29][CH2:28][O:27][CH2:26][CH2:25]5)[CH2:20][CH2:19]4)[CH2:15][CH:6]([C:5]4[C:14]3=[CH:1][CH:2]=[CH:3][CH:4]=4)[C:7]=2[CH:8]=[CH:9][CH:10]=1 |f:1.2,5.6.7|. Procedure details: To an ice cooled solution of 1-(9,10-dihydro-9,10-methanoanthracen-9-ylcarbonyl)-4-(4-morpholinyl)piperidine (2.29 g, 5.89 mmol) in tetrahydrofuran (35 mL) was added 1M borane-tetrahydrofuran in tetrahydrofuran (17,7 mL, 17.7 mmol). The reaction was refluxed for 5 h and then was cooled with an ice bath. This mixture was added dropwise a solution of methanolic hydrochloride (25 mL). The ice bath was removed and the solution was refluxed for 0.5 h. The resulting precipitate was filtered with hexan... Reactants: BrC1=CC=C(C=C1)S(=O)(=O)C1=C(C#N)C=CC=C1 (2-[(4-bromophenyl)sulfonyl]benzonitrile), [Cl-].[NH4+] (ammonium chloride), FC1=C(C=CC(=C1)F)C(C)=O (2′,4′-difluoroacetophenone), P(=O)([O-])([O-])[O-].[K+].[K+].[K+] (potassium phosphate), C(#N)C1=C(C=CC=C1)S (2-cyanobenzenethiol). Reagents/catalysts: C=1C=CC(=CC1)/C=C/C(=O)/C=C/C2=CC=CC=C2.C=1C=CC(=CC1)/C=C/C(=O)/C=C/C2=CC=CC=C2.C=1C=CC(=CC1)/C=C/C(=O)/C=C/C2=CC=CC=C2.[Pd].[Pd] (tris(dibenzylideneacetone)dipalladium(0)), C1(=CC=CC=C1)P(C1=CC=CC=2C(C3=CC=CC(=C3OC12)P(C1=CC=CC=C1)C1=CC=CC=C1)(C)C)C1=CC=CC=C1 (4,5-bis(diphenylphosphino)-9,9-dimethylxanthene). Run in O1CCCC1 (tetrahydrofuran). Run at temperature 80 celsius. Yields the product FC1=C(C=CC(=C1)F)C(CC1=CC=C(C=C1)S(=O)(=O)C1=C(C#N)C=CC=C1)=O (2-({4-[2-(2,4-difluorophenyl)-2-oxoethyl]phenyl}sulfonyl)benzonitrile). Yield: 56.0%. As a reaction SMILES: Br[C:2]1[CH:7]=[CH:6][C:5]([S:8]([C:11]2[CH:18]=[CH:17][CH:16]=[CH:15][C:12]=2[C:13]#[N:14])(=[O:10])=[O:9])=[CH:4][CH:3]=1.C(C1C=CC=CC=1S)#N.[F:28][C:29]1[CH:34]=[C:33]([F:35])[CH:32]=[CH:31][C:30]=1[C:36](=[O:38])[CH3:37].P([O-])([O-])([O-])=O.[K+].[K+].[K+].[Cl-].[NH4+]>O1CCCC1.C1C=CC(/C=C/C(/C=C/C2C=CC=CC=2)=O)=CC=1.C1C=CC(/C=C/C(/C=C/C2C=CC=CC=2)=O)=CC=1.C1C=CC(/C=C/C(/C=C/C2C=CC=CC=2)=O)=CC=1.[Pd].[Pd].C1(P(C2C=CC=CC=2)C2C3OC4C(=CC=CC=4P(C4C=CC=CC=4)C4C=CC=CC=4)C(C)(C)C=3C=CC=2)C=CC=CC=1>[F:28][C:29]1[CH:34]=[C:33]([F:35])[CH:32]=[CH:31][C:30]=1[C:36](=[O:38])[CH2:37][C:2]1[CH:7]=[CH:6][C:5]([S:8]([C:11]2[CH:18]=[CH:17][CH:16]=[CH:15][C:12]=2[C:13]#[N:14])(=[O:10])=[O:9])=[CH:4][CH:3]=1 |f:3.4.5.6,7.8,10.11.12.13.14|. Reported procedure: A mixture of 2-[(4-bromophenyl)sulfonyl]benzonitrile (prepared according to the methods of Example 1 Step 1 using 2-cyanobenzenethiol followed by Example 16 Step 1; 0.32 g, 0.993 mmol), 2′,4′-difluoroacetophenone (0.31 g, 1.99 mmol), potassium phosphate (0.48 g, 2.26 mmol), tris(dibenzylideneacetone)dipalladium(0) (9 mg, 0.0098 mmol) and 4,5-bis(diphenylphosphino)-9,9-dimethylxanthene (13 mg, 0.022 mmol) in tetrahydrofuran (1 mL) was degassed then heated at 80° C. under nitrogen for 14 hours. Sa...